This data is from the Open Reaction Database (ORD), a public repository of structured organic reaction records. The task is: describe an organic reaction: reactants, conditions, products, and yield The reactants are CCOC(=O)c1conc1-c1ccc(Cl)cc1, CCO, Cl, [Na+], [OH-]. Product: O=C(O)c1conc1-c1ccc(Cl)cc1. Reaction SMILES: [CH2:1]([CH3:2])[O:3][C:4](=[O:5])[c:6]1[c:7](-[c:11]2[cH:12][cH:13][c:14]([Cl:17])[cH:15][cH:16]2)[n:8][o:9][cH:10]1.[CH3:21][CH2:22][OH:23].[ClH:20].[Na+:19].[OH-:18]>>[O:3]=[C:4]([OH:5])[c:6]1[c:7](-[c:11]2[cH:12][cH:13][c:14]([Cl:17])[cH:15][cH:16]2)[n:8][o:9][cH:10]1. Reactants: FC(F)(Br)Br, CN(C)P(N(C)C)N(C)C, COCCOCCOC, CC(=O)CCCC(=O)OCc1ccccc1. Yields the product CC(CCCC(=O)OCc1ccccc1)=C(F)F. Reaction SMILES: [Br:11][C:12]([F:13])([F:14])[Br:15].[CH3:1][N:2]([P:3]([N:4]([CH3:5])[CH3:6])[N:7]([CH3:8])[CH3:9])[CH3:10].[CH3:32][O:33][CH2:34][CH2:35][O:36][CH2:37][CH2:38][O:39][CH3:40].[O:16]=[C:17]([CH2:18][CH2:19][CH2:20][C:21](=[O:22])[O:23][CH2:24][c:25]1[cH:26][cH:27][cH:28][cH:29][cH:30]1)[CH3:31]>>[C:12]([F:13])([F:14])=[C:17]([CH2:18][CH2:19][CH2:20][C:21](=[O:22])[O:23][CH2:24][c:25]1[cH:26][cH:27][cH:28][cH:29][cH:30]1)[CH3:31].